From a dataset of the Open Reaction Database (ORD), a public repository of structured organic reaction records. describe an organic reaction: reactants, conditions, products, and yield Reactants: CSc1coc2cc(NS(C)(=O)=O)c(Oc3ccccc3)cc2c1=O, O=C(OO)c1cccc(Cl)c1. The product is CS(=O)c1coc2cc(NS(C)(=O)=O)c(Oc3ccccc3)cc2c1=O. Reaction SMILES: [CH3:1][S:2](=[O:3])(=[O:4])[NH:5][c:6]1[cH:7][c:8]2[c:9]([c:10](=[O:16])[c:11]([S:14][CH3:15])[cH:12][o:13]2)[cH:17][c:18]1[O:19][c:20]1[cH:21][cH:22][cH:23][cH:24][cH:25]1.[Cl:26][c:27]1[cH:28][cH:29][cH:30][c:31]([C:32]([O:33][OH:35])=[O:34])[cH:36]1>>[CH3:1][S:2](=[O:3])(=[O:4])[NH:5][c:6]1[cH:7][c:8]2[c:9]([c:10](=[O:16])[c:11]([S:14]([CH3:15])=[O:34])[cH:12][o:13]2)[cH:17][c:18]1[O:19][c:20]1[cH:21][cH:22][cH:23][cH:24][cH:25]1. Reactants: C(CCCCCCC)N (n-octylamine), CN(C)C (trimethylamine), C(CCCCCCCCCCCCCCC(C)C)(=O)Cl (Isostearoyl chloride), C(CCCCCCCCCCCCCCC(C)C)(=O)O (isostearic acid), S(=O)(Cl)Cl (thionyl chloride). Solvent: CCOCC (ether), CN(C=O)C (dimethyl formamide). Yields the product C(CCCCCCC)NC(CCCCCCCCCCCCCCC(C)C)=O (N-Octylisostearamide). RXN SMILES: [C:1](Cl)(=[O:19])[CH2:2][CH2:3][CH2:4][CH2:5][CH2:6][CH2:7][CH2:8][CH2:9][CH2:10][CH2:11][CH2:12][CH2:13][CH2:14][CH2:15][CH:16]([CH3:18])[CH3:17].C(O)(=O)CCCCCCCCCCCCCCC(C)C.S(Cl)(Cl)=O.[CH2:45]([NH2:53])[CH2:46][CH2:47][CH2:48][CH2:49][CH2:50][CH2:51][CH3:52].CN(C)C>CCOCC.CN(C)C=O>[CH2:45]([NH:53][C:1](=[O:19])[CH2:2][CH2:3][CH2:4][CH2:5][CH2:6][CH2:7][CH2:8][CH2:9][CH2:10][CH2:11][CH2:12][CH2:13][CH2:14][CH2:15][CH:16]([CH3:18])[CH3:17])[CH2:46][CH2:47][CH2:48][CH2:49][CH2:50][CH2:51][CH3:52]. Procedure: Isostearoyl chloride, prepared from 20 g isostearic acid, 10.1 g thionyl chloride and 0.2 ml dimethyl formamide, according to the procedure of Example 1, is added to 11 g (0.09 mole) n-octylamine and 10 g (0.10 mole) trimethylamine in 100 ml ether. The reaction mixture is treated in accordance with the procedure of Example 2, yielding 22 g of an amber oil, which exhibits infrared spectra values typical of a secondary amide. Reactants: CC(C)(C)c1cc(N)no1, C[Si](C)(C)[N-][Si](C)(C)C, Clc1ccc(CN2CCOC(c3ccccc3)C2)cn1, [Na+]. Yields the product CC(C)(C)c1cc(Nc2ccc(CN3CCOC(c4ccccc4)C3)cn2)no1. As a reaction SMILES: [C:21]([CH3:22])([CH3:23])([CH3:24])[c:25]1[cH:26][c:27]([NH2:30])[n:28][o:29]1.[CH3:31][Si:32]([N-:33][Si:34]([CH3:35])([CH3:36])[CH3:37])([CH3:38])[CH3:39].[Cl:1][c:2]1[cH:3][cH:4][c:5]([CH2:8][N:9]2[CH2:10][CH:11]([c:15]3[cH:16][cH:17][cH:18][cH:19][cH:20]3)[O:12][CH2:13][CH2:14]2)[cH:6][n:7]1.[Na+:40]>>[c:2]1([NH:30][c:27]2[cH:26][c:25]([C:21]([CH3:22])([CH3:23])[CH3:24])[o:29][n:28]2)[cH:3][cH:4][c:5]([CH2:8][N:9]2[CH2:10][CH:11]([c:15]3[cH:16][cH:17][cH:18][cH:19][cH:20]3)[O:12][CH2:13][CH2:14]2)[cH:6][n:7]1. Reactants: BrC=1C=2C3=C(C(NC2C(=CC1OC)C)=O)SC=C3 (9-bromo-8-methoxy-6-methylthieno[2,3-c]quinolin-4(5H)-one), CC1(OB(OC1(C)C)C1=CC=C(C=C1)[C@H](CNC(OC(C)(C)C)=O)C)C ((R)-tert-butyl 2-(4-(4,4,5,5-tetramethyl-1,3,2-dioxaborolan-2-yl)phenyl)propylcarbamate). The product is COC1=C(C=2C3=C(C(NC2C(=C1)C)=O)SC=C3)C3=CC=C(C=C3)[C@H](CNC(OC(C)(C)C)=O)C ((R)-tert-Butyl 2-(4-(8-methoxy-6-methyl-4-oxo-4,5-dihydrothieno[2,3-c]quinolin-9-yl)phenyl)propylcarbamate). The yield is 36.1%. As a reaction SMILES: Br[C:2]1[C:3]2[C:4]3[CH:18]=[CH:17][S:16][C:5]=3[C:6](=[O:15])[NH:7][C:8]=2[C:9]([CH3:14])=[CH:10][C:11]=1[O:12][CH3:13].CC1(C)C(C)(C)OB([C:27]2[CH:32]=[CH:31][C:30]([C@@H:33]([CH3:43])[CH2:34][NH:35][C:36](=[O:42])[O:37][C:38]([CH3:41])([CH3:40])[CH3:39])=[CH:29][CH:28]=2)O1>>[CH3:13][O:12][C:11]1[CH:10]=[C:9]([CH3:14])[C:8]2[NH:7][C:6](=[O:15])[C:5]3[S:16][CH:17]=[CH:18][C:4]=3[C:3]=2[C:2]=1[C:27]1[CH:28]=[CH:29][C:30]([C@@H:33]([CH3:43])[CH2:34][NH:35][C:36](=[O:42])[O:37][C:38]([CH3:40])([CH3:39])[CH3:41])=[CH:31][CH:32]=1. Reported procedure: Following General Procedure B, 9-bromo-8-methoxy-6-methylthieno[2,3-c]quinolin-4(5H)-one (3.0 g, 9.26 mmol) was reacted with (R)-tert-butyl 2-(4-(4,4,5,5-tetramethyl-1,3,2-dioxaborolan-2-yl)phenyl)propylcarbamate (5.2 g, 13.89 mmol) to afford the desired product (1.60 g, 35%) as a brown solid: ESI MS m/z 479 [C27H30N2O4S+H]+. Starting materials: CC=1SC(=C(N1)C)C(=O)NN (2,4-dimethyl-1,3-thiazole-5-carbohydrazide), Cl.CNC(CCCC=C)=NC (N,N′-dimethyl-5-hexenimidamide hydrochloride). Yields the product CC=1SC(=C(N1)C)C1=NN=C(N1C)CCCC=C (3-(2,4-dimethyl-1,3-thiazol-5-yl)-4-methyl-5-(4-penten-1-yl)-4H-1,2,4-triazole). Reaction SMILES: [CH3:1][C:2]1[S:3][C:4]([C:8]([NH:10][NH2:11])=O)=[C:5]([CH3:7])[N:6]=1.Cl.[CH3:13][NH:14][C:15](=NC)[CH2:16][CH2:17][CH2:18][CH:19]=[CH2:20]>>[CH3:1][C:2]1[S:3][C:4]([C:8]2[N:14]([CH3:13])[C:15]([CH2:16][CH2:17][CH2:18][CH:19]=[CH2:20])=[N:11][N:10]=2)=[C:5]([CH3:7])[N:6]=1 |f:1.2|. Procedure: The title compound was prepared in analogy to Preparation 11 in 0.17 g yield starting from 2,4-dimethyl-1,3-thiazole-5-carbohydrazide (0.50 g) and N,N′-dimethyl-5-hexenimidamide hydrochloride (0.51 g). MS (m/z): 263 [MH]+.